This data is from the Open Reaction Database (ORD), a public repository of structured organic reaction records. The task is: describe an organic reaction: reactants, conditions, products, and yield Starting materials: CCOC(=O)CC(CCCCCCCN)c1cnc(C)nc1, CCO, CCN(C(C)C)C(C)C, Clc1ncccn1. Product: CCOC(=O)CC(CCCCCCCNc1ncccn1)c1cnc(C)nc1. As a reaction SMILES: [CH2:1]([CH3:2])[O:3][C:4]([CH2:5][CH:6]([CH2:7][CH2:8][CH2:9][CH2:10][CH2:11][CH2:12][CH2:13][NH2:14])[c:15]1[cH:16][n:17][c:18]([CH3:21])[n:19][cH:20]1)=[O:22].[CH3:39][CH2:40][OH:41].[CH:30]([N:31]([CH2:32][CH3:33])[CH:34]([CH3:35])[CH3:36])([CH3:37])[CH3:38].[Cl:23][c:24]1[n:25][cH:26][cH:27][cH:28][n:29]1>>[CH2:1]([CH3:2])[O:3][C:4]([CH2:5][CH:6]([CH2:7][CH2:8][CH2:9][CH2:10][CH2:11][CH2:12][CH2:13][NH:14][c:24]1[n:25][cH:26][cH:27][cH:28][n:29]1)[c:15]1[cH:16][n:17][c:18]([CH3:21])[n:19][cH:20]1)=[O:22].